Dataset: the Open Reaction Database (ORD), a public repository of structured organic reaction records. Task: describe an organic reaction: reactants, conditions, products, and yield Starting materials: COC(=O)[C@H]1N(CC[C@@H](C1)O)C(=O)OC(C)(C)C ((2S,4S)-4-hydroxy-piperidine-1,2-dicarboxylic acid 1-tert-butyl ester 2-methyl ester), COC(=O)[C@H]1N(C[C@H](C1)N)CC1CCCCC1 ((2S,4S)-4-amino-1-cyclohexylmethyl-pyrrolidine-2-carboxylic acid methyl ester). Yields the product COC(=O)[C@H]1N(CC[C@H](C1)N)CC1CCCCC1 ((2S,4R)-4-amino-1-cyclohexylmethyl-piperidine-2-carboxylic acid methyl ester). As a reaction SMILES: [CH3:1]OC([C@@H]1C[C@@H](O)CCN1C(OC(C)(C)C)=O)=O.[CH3:19][O:20][C:21]([C@@H:23]1[CH2:27][C@H:26]([NH2:28])[CH2:25][N:24]1[CH2:29][CH:30]1[CH2:35][CH2:34][CH2:33][CH2:32][CH2:31]1)=[O:22]>>[CH3:19][O:20][C:21]([C@@H:23]1[CH2:27][C@H:26]([NH2:28])[CH2:25][CH2:1][N:24]1[CH2:29][CH:30]1[CH2:31][CH2:32][CH2:33][CH2:34][CH2:35]1)=[O:22]. Procedure: (2S,4R)-4-amino-1-cyclohexylmethyl-piperidine-2-carboxylic acid methyl ester was prepared from (2S,4S)-4-hydroxy-piperidine-1,2-dicarboxylic acid 1-tert-butyl ester 2-methyl ester in a similar reaction sequence used in the preparation of (2S,4S)-4-amino-1-cyclohexylmethyl-pyrrolidine-2-carboxylic acid methyl ester. MS caled. for C14H27N2O2 [(M+H)+] 255, obsd. 255. Reactants: CC=1C=CC(=C(C1)NC(OC(C)(C)C)=O)B1OC(C(O1)(C)C)(C)C (tert-butyl 5-methyl-2-(4,4,5,5-tetramethyl-1,3,2-dioxaborolan-2-yl)phenylcarbamate), C([O-])([O-])=O.[Na+].[Na+] (sodium carbonate), BrC=1C(=NC(=CC1)Cl)C#N (3-bromo-6-chloropicolinonitrile), tetrakis(triphenyl-phosphine)palladium. The solvent is C1(=CC=CC=C1)C.C(C)O (toluene ethanol), CCOC(=O)C (EtOAc), O (water). Yields the product ClC1=NC2=C(N=C3C(=C2C=C1)C=CC(=C3)C)N (3-chloro-8-methylbenzo[f][1,7]naphthyridin-5-amine). Reaction SMILES: [CH3:1][C:2]1[CH:3]=[CH:4][C:5](B2OC(C)(C)C(C)(C)O2)=[C:6]([NH:8]C(=O)OC(C)(C)C)[CH:7]=1.Br[C:26]1[C:27]([C:33]#[N:34])=[N:28][C:29]([Cl:32])=[CH:30][CH:31]=1.C(=O)([O-])[O-].[Na+].[Na+]>C1(C)C=CC=CC=1.C(O)C.CCOC(C)=O.O>[Cl:32][C:29]1[CH:30]=[CH:31][C:26]2[C:27](=[C:33]([NH2:34])[N:8]=[C:6]3[CH:7]=[C:2]([CH3:1])[CH:3]=[CH:4][C:5]3=2)[N:28]=1 |f:2.3.4,5.6|. Procedure: A solution of tert-butyl 5-methyl-2-(4,4,5,5-tetramethyl-1,3,2-dioxaborolan-2-yl)phenylcarbamate (from Example 5/Step 2) (1.0 eq.) and 3-bromo-6-chloropicolinonitrile (from Example 20/Step 2) (1.0 eq.), tetrakis(triphenyl-phosphine)palladium (5 mol %), and 2N aqueous sodium carbonate solution (2.0 eq.) in toluene/ethanol (2:1, 0.03 M) was stirred at 100° C. overnight. After cooling to ambient temperature, the reaction mixture was diluted with EtOAc and water. The two phases were separated, and t... Reactants: CCC1C(C)C(CO)CCC1(O)c1ccc(OCc2ccccc2)cc1, ClCCl. Reaction SMILES: [CH2:1]([c:2]1[cH:3][cH:4][cH:5][cH:6][cH:7]1)[O:8][c:9]1[cH:10][cH:11][c:12]([C:15]2([OH:26])[CH:16]([CH2:24][CH3:25])[CH:17]([CH3:23])[CH:18]([CH2:21][OH:22])[CH2:19][CH2:20]2)[cH:13][cH:14]1.[Cl:27][CH2:28][Cl:29]>>[CH2:1]([c:2]1[cH:3][cH:4][cH:5][cH:6][cH:7]1)[O:8][c:9]1[cH:10][cH:11][c:12]([C:15]2=[CH:20][CH2:19][CH:18]([CH2:21][OH:22])[CH:17]([CH3:23])[CH:16]2[CH2:24][CH3:25])[cH:13][cH:14]1. Yields the product CCC1C(c2ccc(OCc3ccccc3)cc2)=CCC(CO)C1C.